From a dataset of the Open Reaction Database (ORD), a public repository of structured organic reaction records. describe an organic reaction: reactants, conditions, products, and yield Reactants: BrC=1NC(=C(N1)Br)Br (2,4,5-tribromoimidazole), C([O-])([O-])=O.[Cs+].[Cs+] (cesium carbonate), C(C1=CC=CC=C1)Br (benzyl bromide), Cl (HCl), O1CCOCC1 (dioxane). Solvent: CN(C=O)C (dimethylformamide). Conditions: temperature -20 celsius. Yields the product C(C1=CC=CC=C1)N1C(=NC(=C1Br)Br)Br (1-benzyl-2,4,5-tribromo-imidazole). The yield is 90.0%. RXN SMILES: [Br:1][C:2]1[NH:3][C:4]([Br:8])=[C:5]([Br:7])[N:6]=1.C(=O)([O-])[O-].[Cs+].[Cs+].[CH2:15](Br)[C:16]1[CH:21]=[CH:20][CH:19]=[CH:18][CH:17]=1.Cl.O1CCOCC1>CN(C)C=O>[CH2:15]([N:3]1[C:4]([Br:8])=[C:5]([Br:7])[N:6]=[C:2]1[Br:1])[C:16]1[CH:21]=[CH:20][CH:19]=[CH:18][CH:17]=1 |f:1.2.3|. Reported procedure: Combine 2,4,5-tribromoimidazole (15.29 g, 0.050 mol), cesium carbonate (18.0 g, 0.055 mol), benzyl bromide (6.3 mL, 0.053 mol) and dimethylformamide (100 mL) and stir at 20° C. for 18 hours. Filter solids and concentrate under reduced pressure. Suspend in dichloromethane, filter through 2 cm pad silica gel and wash with dichloromethane (1 L). Concentrate filtrates under reduced pressure. Redissolve in dichloromethane (15 mL), add 4 M HCl in dioxane (12.5 mL, 0.050 mol), cool to −20° C. and filte... The reactants are ClCCl, O=CO, Clc1ccc(OCc2cc3ccccc3n2CCC2CCN(C(c3ccccc3)(c3ccccc3)c3ccccc3)CC2)cc1. Yields the product Clc1ccc(OCc2cc3ccccc3n2CCC2CCNCC2)cc1. RXN SMILES: [CH2:49]([Cl:50])[Cl:51].[CH:46]([OH:47])=[O:48].[Cl:1][c:2]1[cH:3][cH:4][c:5]([O:6][CH2:7][c:8]2[n:9]([CH2:17][CH2:18][CH:19]3[CH2:20][CH2:21][N:22]([C:25]([c:26]4[cH:27][cH:28][cH:29][cH:30][cH:31]4)([c:32]4[cH:33][cH:34][cH:35][cH:36][cH:37]4)[c:38]4[cH:39][cH:40][cH:41][cH:42][cH:43]4)[CH2:23][CH2:24]3)[c:10]3[cH:11][cH:12][cH:13][cH:14][c:15]3[cH:16]2)[cH:44][cH:45]1>>[Cl:1][c:2]1[cH:3][cH:4][c:5]([O:6][CH2:7][c:8]2[n:9]([CH2:17][CH2:18][CH:19]3[CH2:20][CH2:21][NH:22][CH2:23][CH2:24]3)[c:10]3[cH:11][cH:12][cH:13][cH:14][c:15]3[cH:16]2)[cH:44][cH:45]1. Reactants: CCOC(=O)c1cc(Br)cc2c(C3CCS(=O)(=O)C3)c[nH]c12, CO, [Na+], [OH-], O. The product is O=C(O)c1cc(Br)cc2c(C3CCS(=O)(=O)C3)c[nH]c12. Reaction SMILES: [Br:1][c:2]1[cH:3][c:4]2[c:5]([CH:16]3[CH2:17][S:18](=[O:21])(=[O:22])[CH2:19][CH2:20]3)[cH:6][nH:7][c:8]2[c:9]([C:11](=[O:12])[O:13][CH2:14][CH3:15])[cH:10]1.[CH3:26][OH:27].[Na+:24].[OH-:23].[OH2:25]>>[Br:1][c:2]1[cH:3][c:4]2[c:5]([CH:16]3[CH2:17][S:18](=[O:21])(=[O:22])[CH2:19][CH2:20]3)[cH:6][nH:7][c:8]2[c:9]([C:11](=[O:12])[OH:13])[cH:10]1. Reported procedure: A solution of 1.40 g (5.6 mmol) of (S)-3-(4-cyclohexyl-phenylamino)-propane-1,2-diol in 50 ml of toluene was treated with 0.73 g (6.2 mmol) of diethyl carbonate and 0.5 ml of a 1 molar sodium methylate solution and stirred overnight at an oil bath temperature of 110°. After distilling off the solvent the residue was treated with water and 5 ml of 1N hydrochloric acid and extracted with ethyl acetate. The organic phase was washed with sodium chloride solution, dried over magnesium sulfate and the... The reactants are C1(CCCCC1)C1=CC=C(C=C1)NC[C@@H](CO)O ((S)-3-(4-cyclohexyl-phenylamino)-propane-1,2-diol), C(OCC)(OCC)=O (diethyl carbonate), C[O-].[Na+] (sodium methylate). Yield: 87.6%. Run at time 8 hour. The product is C1(CCCCC1)C1=CC=C(C=C1)N1C(O[C@@H](C1)CO)=O ((S)-3-(4-cyclohexylphenyl)-5-hydroxymethyl-oxazolidin-2-one). The solvent is C1(=CC=CC=C1)C (toluene). Reaction SMILES: [CH:1]1([C:7]2[CH:12]=[CH:11][C:10]([NH:13][CH2:14][C@H:15]([OH:18])[CH2:16][OH:17])=[CH:9][CH:8]=2)[CH2:6][CH2:5][CH2:4][CH2:3][CH2:2]1.[C:19](=O)(OCC)[O:20]CC.C[O-].[Na+]>C1(C)C=CC=CC=1>[CH:1]1([C:7]2[CH:8]=[CH:9][C:10]([N:13]3[CH2:14][C@@H:15]([CH2:16][OH:17])[O:18][C:19]3=[O:20])=[CH:11][CH:12]=2)[CH2:2][CH2:3][CH2:4][CH2:5][CH2:6]1 |f:2.3|. Reactants: C=C(C)c1cccc(C(C)(C)N)c1, [O-]Cl, [Na+], Sc1nc2ccccc2s1. Product: C=C(C)c1cccc(C(C)(C)NSc2nc3ccccc3s2)c1. Reaction SMILES: [C:11](=[CH2:12])([CH3:13])[c:14]1[cH:15][c:16]([C:17]([CH3:18])([CH3:19])[NH2:20])[cH:21][cH:22][cH:23]1.[Cl:24][O-:25].[Na+:26].[SH:1][c:2]1[s:3][c:4]2[c:5]([n:6]1)[cH:7][cH:8][cH:9][cH:10]2>>[S:1]([c:2]1[s:3][c:4]2[c:5]([n:6]1)[cH:7][cH:8][cH:9][cH:10]2)[NH:20][C:17]([c:16]1[cH:15][c:14]([C:11](=[CH2:12])[CH3:13])[cH:23][cH:22][cH:21]1)([CH3:18])[CH3:19]. Reaction SMILES: [CH2:1]([c:2]1[cH:3][cH:4][cH:5][cH:6][cH:7]1)[n:8]1[c:9]([CH3:28])[c:10]([CH3:27])[c:11]2[n:12][cH:13][c:14]([Br:26])[c:15]([O:17][CH2:18][c:19]3[cH:20][cH:21][c:22]([F:25])[cH:23][cH:24]3)[c:16]12.[CH3:32][CH2:33][O:34][C:35](=[O:36])[CH3:37].[CH3:38][N:39]([CH3:40])[CH:41]=[O:42].[Cu:29][C:30]#[N:31]>>[CH2:1]([c:2]1[cH:3][cH:4][cH:5][cH:6][cH:7]1)[n:8]1[c:9]([CH3:28])[c:10]([CH3:27])[c:11]2[n:12][cH:13][c:14]([C:30]#[N:31])[c:15]([O:17][CH2:18][c:19]3[cH:20][cH:21][c:22]([F:25])[cH:23][cH:24]3)[c:16]12. Starting materials: Cc1c(C)n(Cc2ccccc2)c2c(OCc3ccc(F)cc3)c(Br)cnc12, CCOC(C)=O, CN(C)C=O, N#C[Cu]. The product is Cc1c(C)n(Cc2ccccc2)c2c(OCc3ccc(F)cc3)c(C#N)cnc12. Starting materials: CCN(C(C)C)C(C)C, O=C(Cl)c1cc2c(Cl)cc(Cl)cc2[nH]1, ClCCl, N#Cc1cc(Cl)cc(Oc2c(Cl)ccc(CN)c2F)c1, O. The product is N#Cc1cc(Cl)cc(Oc2c(Cl)ccc(CNC(=O)c3cc4c(Cl)cc(Cl)cc4[nH]3)c2F)c1. As a reaction SMILES: [CH:35]([N:36]([CH:37]([CH3:38])[CH3:39])[CH2:40][CH3:41])([CH3:42])[CH3:43].[Cl:21][c:22]1[c:23]2[cH:24][c:25]([C:32](=[O:33])[Cl:34])[nH:26][c:27]2[cH:28][c:29]([Cl:31])[cH:30]1.[Cl:44][CH2:45][Cl:46].[NH2:1][CH2:2][c:3]1[c:4]([F:20])[c:5]([O:10][c:11]2[cH:12][c:13]([C:14]#[N:15])[cH:16][c:17]([Cl:19])[cH:18]2)[c:6]([Cl:9])[cH:7][cH:8]1.[OH2:47]>>[NH:1]([CH2:2][c:3]1[c:4]([F:20])[c:5]([O:10][c:11]2[cH:12][c:13]([C:14]#[N:15])[cH:16][c:17]([Cl:19])[cH:18]2)[c:6]([Cl:9])[cH:7][cH:8]1)[C:32]([c:25]1[cH:24][c:23]2[c:22]([Cl:21])[cH:30][c:29]([Cl:31])[cH:28][c:27]2[nH:26]1)=[O:33]. Reported procedure: To a solution of 1.0 g (2.80 mmol) of methyl triphenylphosphonium bromide in 5.0 mL of ether at 0° C. was added 1.12 mL (2.5M, 2.80 mmol) of butyllithium. The reaction mixture was stirred for 30 minutes at 0° C. and then 756 mg (2.33 mmol) of the title compound from Example 14 (Step A) was added. After stirring for 1h at room temperature, the reaction mixture was poured into ethyl acetate and washed with water and then saturated aqueous sodium chloride. The organic layer was dried over anhydrous... Isolated yield 55.4%. The solvent is CCOCC (ether). Yields the product [Si](C)(C)(C(C)(C)C)OC1=C(C=C(C=C1CCC)C=C)CCC (t-Butyldimethylsilyloxy-2,6-dipropyl-4-vinyl benzene). Reagents/catalysts: [Br-].C[P+](C1=CC=CC=C1)(C1=CC=CC=C1)C1=CC=CC=C1 (methyl triphenylphosphonium bromide). RXN SMILES: [CH2:1]([Li])CCC.[Si:6]([O:13][C:14]1[C:19]([CH2:20][CH2:21][CH3:22])=[CH:18][C:17]([CH:23]=O)=[CH:16][C:15]=1[CH2:25][CH2:26][CH3:27])([C:9]([CH3:12])([CH3:11])[CH3:10])([CH3:8])[CH3:7].C(OCC)(=O)C>[Br-].C[P+](C1C=CC=CC=1)(C1C=CC=CC=1)C1C=CC=CC=1.CCOCC>[Si:6]([O:13][C:14]1[C:19]([CH2:20][CH2:21][CH3:22])=[CH:18][C:17]([CH:23]=[CH2:1])=[CH:16][C:15]=1[CH2:25][CH2:26][CH3:27])([C:9]([CH3:12])([CH3:11])[CH3:10])([CH3:8])[CH3:7] |f:3.4|. Starting materials: C(C)(=O)OCC (ethyl acetate), [Si](C)(C)(C(C)(C)C)OC1=C(C=C(C=C1CCC)C=O)CCC (t-Butyldimethylsilyloxy-2,6-Dipropyl-4-formylbenzene), 1h, C(CCC)[Li] (butyllithium). Conditions: temperature 0 celsius, time 30 minute.